This data is from the Open Reaction Database (ORD), a public repository of structured organic reaction records. The task is: describe an organic reaction: reactants, conditions, products, and yield The reactants are CCCCC1=NNC(C)(C)C1c1ccccc1, CC(CC(=O)Cl)CC(C)(C)C, CCN(C(C)C)C(C)C, ClCCl, [Na+], O=C([O-])O. Yields the product CCCCC1=NN(C(=O)CC(C)CC(C)(C)C)C(C)(C)C1c1ccccc1. Reaction SMILES: [CH2:1]([CH2:2][CH2:3][CH3:4])[C:5]1=[N:6][NH:7][C:8]([CH3:16])([CH3:17])[CH:9]1[c:10]1[cH:11][cH:12][cH:13][cH:14][cH:15]1.[CH3:18][CH:19]([CH2:20][C:21](=[O:22])[Cl:23])[CH2:24][C:25]([CH3:26])([CH3:27])[CH3:28].[CH:29]([N:30]([CH2:31][CH3:32])[CH:33]([CH3:34])[CH3:35])([CH3:36])[CH3:37].[Cl:43][CH2:44][Cl:45].[Na+:42].[O-:38][C:39]([OH:40])=[O:41]>>[CH2:1]([CH2:2][CH2:3][CH3:4])[C:5]1=[N:6][N:7]([C:21]([CH2:20][CH:19]([CH3:18])[CH2:24][C:25]([CH3:26])([CH3:27])[CH3:28])=[O:22])[C:8]([CH3:16])([CH3:17])[CH:9]1[c:10]1[cH:11][cH:12][cH:13][cH:14][cH:15]1. Starting materials: CC(=O)O[BH-](OC(C)=O)OC(C)=O, CO, CCOCC, CC(=O)O, Cc1ccccc1, COc1ccnc2sc(NC(=O)N3CCC(N)C3)nc12, CCN(C(C)C)C(C)C, O=Cc1ccc(F)c(C(F)(F)F)c1, [Na+], [Na+], [OH-], O=C(O)C(F)(F)F. Product: COc1ccnc2sc(NC(=O)N3CCC(NCc4ccc(F)c(C(F)(F)F)c4)C3)nc12. RXN SMILES: [C:50]([O:51][BH-:52]([O:53][C:54](=[O:55])[CH3:56])[O:57][C:58](=[O:59])[CH3:60])(=[O:61])[CH3:62].[CH3:66][OH:67].[CH3:68][CH2:69][O:70][CH2:71][CH3:72].[CH3:73][C:74](=[O:75])[OH:76].[CH3:77][c:78]1[cH:79][cH:80][cH:81][cH:82][cH:83]1.[CH3:8][O:9][c:10]1[c:11]2[c:12]([n:13][cH:14][cH:15]1)[s:16][c:17]([NH:19][C:20](=[O:21])[N:22]1[CH2:23][CH:24]([NH2:27])[CH2:25][CH2:26]1)[n:18]2.[CH:28]([N:29]([CH2:30][CH3:31])[CH:32]([CH3:33])[CH3:34])([CH3:35])[CH3:36].[F:37][c:38]1[c:39]([C:46]([F:47])([F:48])[F:49])[cH:40][c:41]([CH:42]=[O:43])[cH:44][cH:45]1.[Na+:63].[Na+:65].[OH-:64].[OH:1][C:2]([C:3]([F:4])([F:5])[F:6])=[O:7]>>[CH3:8][O:9][c:10]1[c:11]2[c:12]([n:13][cH:14][cH:15]1)[s:16][c:17]([NH:19][C:20](=[O:21])[N:22]1[CH2:23][CH:24]([NH:27][CH2:42][c:41]3[cH:40][c:39]([C:46]([F:47])([F:48])[F:49])[c:38]([F:37])[cH:45][cH:44]3)[CH2:25][CH2:26]1)[n:18]2. The reactants are C(C1=CC=CC=C1)=O (Benzaldehyde), S1C(NC(C1)=O)=O (2,4-thiazolidinedione). Solvent: CCCCCC (hexane), O (water), N1=CC=CC=C1 (pyridine), CN(C=O)C (dimethylformamide). Run at temperature 55 celsius, time 1 hour. Yields the product C1(=CC=CC=C1)C=C1C(NC(S1)=O)=O (5-(Phenylmethylene)thiazolidine-2,4-dione). Isolated yield 109.3%. RXN SMILES: [CH:1](=O)[C:2]1[CH:7]=[CH:6][CH:5]=[CH:4][CH:3]=1.[S:9]1[CH2:13][C:12](=[O:14])[NH:11][C:10]1=[O:15]>N1C=CC=CC=1.CN(C)C=O.CCCCCC.O>[C:2]1([CH:1]=[C:13]2[S:9][C:10](=[O:15])[NH:11][C:12]2=[O:14])[CH:7]=[CH:6][CH:5]=[CH:4][CH:3]=1. Procedure: Benzaldehyde (0.78 mol, 82.8 g) and 2,4-thiazolidinedione (0.85 mol, 100 g) were heated to reflux in a mixture of pyridine (215 ml) and dimethylformamide (400 ml) for 18 hours. The reaction mixture was cooled to 55° C. and diluted with hexane (360 ml) and water (900 ml) and stirred for 1 hour after cooling to room temperature. The product was collected to afford 175 g of pale yellow solid; m.p. 246°-248° C. Reactants: C(=O)(O)[O-].[Na+] (NaHCO3), Cl.Cl.C1(=CC=CC=C1)[C@@H]1NCCC[C@@H]1N ((2S,3S)-2-Phenylpiperidin-3-amine dihydrochloride), ClC1=C(C=O)C=C(C=C1)C(F)(F)F (2-chloro-5-(trifluoromethyl)benzaldehyde), [BH-](OC(=O)C)(OC(=O)C)OC(=O)C.[Na+] (NaBH(OAc)3). The solvent is C(Cl)Cl (CH2Cl2). Conditions: time 17 hour. Yields the product ClC1=C(CN[C@@H]2[C@@H](NCCC2)C2=CC=CC=C2)C=C(C=C1)C(F)(F)F ((2S,3S)-3-(2-chloro-5-(trifluoromethyl)benzyl)amino-2-phenylpiperidine). The yield is 61.0%. As a reaction SMILES: Cl.Cl.[C:3]1([C@H:9]2[C@@H:14]([NH2:15])[CH2:13][CH2:12][CH2:11][NH:10]2)[CH:8]=[CH:7][CH:6]=[CH:5][CH:4]=1.[Cl:16][C:17]1[CH:24]=[CH:23][C:22]([C:25]([F:28])([F:27])[F:26])=[CH:21][C:18]=1[CH:19]=O.[BH-](OC(C)=O)(OC(C)=O)OC(C)=O.[Na+].C([O-])(O)=O.[Na+]>C(Cl)Cl>[Cl:16][C:17]1[CH:24]=[CH:23][C:22]([C:25]([F:26])([F:27])[F:28])=[CH:21][C:18]=1[CH2:19][NH:15][C@H:14]1[CH2:13][CH2:12][CH2:11][NH:10][C@H:9]1[C:3]1[CH:4]=[CH:5][CH:6]=[CH:7][CH:8]=1 |f:0.1.2,4.5,6.7|. Reported procedure: To a stirred suspension of Compound 1 (150 mg, 0.60 mmol) and 2-chloro-5-(trifluoromethyl)benzaldehyde (126 mg, 0.60 mmol) in dry CH2Cl2 (6 ml) was added NaBH(OAc)3 (179 mg, 0.84 mmol) portionwise under nitrogen at room temperature. The reaction mixture was stirred at room temperature for 17 hr. This was basified with sat. NaHCO3 aq., extracted with CH2Cl2, dried with MgSO4, and concentrated to give crude (2S,3S)-3-(2-chloro-5-(trifluoromethyl)benzyl)amino-2-phenylpiperidine as a colorless oil. ... Reactants: ClC1=NC(=C2N=CN(C2=N1)C1CCCC1)Cl (2,6-dichloro-9-cyclopentylpurine), NCCC1=CC=CC=C1 (2-aminoethylbenzene). The solvent is C(C)N(CC)CC (triethylamine). The product is ClC1=NC(=C2N=CN(C2=N1)C1CCCC1)NCCC1=CC=CC=C1 (2-Chloro-6-[2-(phenyl)ethylamino]-9-cyclopentylpurine). As a reaction SMILES: [Cl:1][C:2]1[N:10]=[C:9]2[C:5]([N:6]=[CH:7][N:8]2[CH:11]2[CH2:15][CH2:14][CH2:13][CH2:12]2)=[C:4](Cl)[N:3]=1.[NH2:17][CH2:18][CH2:19][C:20]1[CH:25]=[CH:24][CH:23]=[CH:22][CH:21]=1>C(N(CC)CC)C>[Cl:1][C:2]1[N:10]=[C:9]2[C:5]([N:6]=[CH:7][N:8]2[CH:11]2[CH2:15][CH2:14][CH2:13][CH2:12]2)=[C:4]([NH:17][CH2:18][CH2:19][C:20]2[CH:25]=[CH:24][CH:23]=[CH:22][CH:21]=2)[N:3]=1. Reported procedure: 2-Chloro-6-[2-(phenyl)ethylamino]-9-cyclopentylpurine is prepared from 2,6-dichloro-9-cyclopentylpurine, 2-aminoethylbenzene, and triethylamine essentially as described above in Example 1, Scheme A, step b. The reactants are ClC1=C(C=CC=C1)S(=O)(=O)[C@@H]1C[C@H](NC1)C(=O)NC1(CC1)C#N ((2S,4R)-4-(2-chlorophenylsulfonyl)-N-(1-cyanocyclopropyl)pyrrolidine-2-carboxamide), C(C)(C)(C)OC(=O)N1CCN(CC1)C1(CC1)C(=O)O (1-(4-(tert-butoxycarbonyl)piperazin-1-yl)cyclopropanecarboxylic acid). Yields the product ClC1=C(C=CC=C1)S(=O)(=O)[C@@H]1C[C@H](N(C1)C(=O)C1(CC1)N1CCN(CC1)C(=O)OC(C)(C)C)C(NC1(CC1)C#N)=O (tert-butyl 4-(1-((2S,4R)-4-(2-chlorophenylsulfonyl)-2-(1-cyanocyclopropylcarbamoyl)pyrrolidine-1-carbonyl)cyclopropyl)piperazine-1-carboxylate). The yield is 91.0%. Reaction SMILES: [Cl:1][C:2]1[CH:7]=[CH:6][CH:5]=[CH:4][C:3]=1[S:8]([C@H:11]1[CH2:15][NH:14][C@H:13]([C:16]([NH:18][C:19]2([C:22]#[N:23])[CH2:21][CH2:20]2)=[O:17])[CH2:12]1)(=[O:10])=[O:9].[C:24]([O:28][C:29]([N:31]1[CH2:36][CH2:35][N:34]([C:37]2([C:40](O)=[O:41])[CH2:39][CH2:38]2)[CH2:33][CH2:32]1)=[O:30])([CH3:27])([CH3:26])[CH3:25]>>[Cl:1][C:2]1[CH:7]=[CH:6][CH:5]=[CH:4][C:3]=1[S:8]([C@H:11]1[CH2:15][N:14]([C:40]([C:37]2([N:34]3[CH2:35][CH2:36][N:31]([C:29]([O:28][C:24]([CH3:27])([CH3:26])[CH3:25])=[O:30])[CH2:32][CH2:33]3)[CH2:39][CH2:38]2)=[O:41])[C@H:13]([C:16](=[O:17])[NH:18][C:19]2([C:22]#[N:23])[CH2:21][CH2:20]2)[CH2:12]1)(=[O:10])=[O:9]. Procedure details: The reaction of (2S,4R)-4-(2-chlorophenylsulfonyl)-N-(1-cyanocyclopropyl)pyrrolidine-2-carboxamide 7H with 1-(4-(tert-butoxycarbonyl)piperazin-1-yl)cyclopropanecarboxylic acid 16E carried out according to the general procedure L yielded tert-butyl 4-(1-((2S,4R)-4-(2-chlorophenylsulfonyl)-2-(1-cyanocyclopropylcarbamoyl)pyrrolidine-1-carbonyl)cyclopropyl)piperazine-1-carboxylate as a white solid (91%). MS ISN (m/e): 604.4/606.3 (41/15) [(M−H)]−, 664.3/666.4 (100/54) [(M+OAc)]−. The reactants are O=C(Nc1cccc(Br)c1)c1cc([N+](=O)[O-])c(Sc2ccc(O)cc2)s1, CCO, [Cl-], [Fe], [NH4+], C1CCOC1, O. Product: Nc1cc(C(=O)Nc2cccc(Br)c2)sc1Sc1ccc(O)cc1. RXN SMILES: [Br:1][c:2]1[cH:3][c:4]([NH:8][C:9](=[O:10])[c:11]2[s:12][c:13]([S:19][c:20]3[cH:21][cH:22][c:23]([OH:26])[cH:24][cH:25]3)[c:14]([N+:16]([O-:17])=[O:18])[cH:15]2)[cH:5][cH:6][cH:7]1.[CH3:30][CH2:31][OH:32].[Cl-:27].[Fe:38].[NH4+:28].[O:33]1[CH2:34][CH2:35][CH2:36][CH2:37]1.[OH2:29]>>[Br:1][c:2]1[cH:3][c:4]([NH:8][C:9](=[O:10])[c:11]2[s:12][c:13]([S:19][c:20]3[cH:21][cH:22][c:23]([OH:26])[cH:24][cH:25]3)[c:14]([NH2:16])[cH:15]2)[cH:5][cH:6][cH:7]1. Isolated yield 40.0%. The product is BrC1=CN=C2N1C=CN=C2NC (3-bromo-8-methylaminoimidazo[1,2-a]pyrazine). Run at time 12 hour. Starting materials: BrC1=CN=C2N1C(=CN=C2)Br (3,5-dibromoimidazo[1,2-a]pyrazine), CN (methylamine). Reported procedure: A mixture of 1 g (3,6 mmol) of 3,5-dibromoimidazo[1,2-a]pyrazine in 9 ml of a 40% strength aqueous methylamine solution is maintained with stirring for 12 hours. After evaporation under reduced pressure and chromatography on a silica column eluted with ether, 0.33 g (Yld=40%) of 3-bromo-8-methylaminoimidazo[1,2-a]pyrazine (m.p. 139° C.) is obtained. As a reaction SMILES: [Br:1][C:2]1[N:6]2[C:7](Br)=[CH:8][N:9]=[CH:10][C:5]2=[N:4][CH:3]=1.[CH3:12][NH2:13]>>[Br:1][C:2]1[N:6]2[CH:7]=[CH:8][N:9]=[C:10]([NH:13][CH3:12])[C:5]2=[N:4][CH:3]=1. Starting materials: C(C)OC(=O)C1=C(NC=C1)C (2-methyl-1H-pyrrole-3-carboxylic acid ethyl ester), BrCC1CCCCC1 ((bromomethyl)cyclohexane). The product is C(C)OC(=O)C1=C(N(C=C1)CC1CCCCC1)C (2-Methyl-1-cyclohexylmethyl-1H-pyrrole-3-carboxylic acid ethyl ester). As a reaction SMILES: [CH2:1]([O:3][C:4]([C:6]1[CH:10]=[CH:9][NH:8][C:7]=1[CH3:11])=[O:5])[CH3:2].Br[CH2:13][CH:14]1[CH2:19][CH2:18][CH2:17][CH2:16][CH2:15]1>>[CH2:1]([O:3][C:4]([C:6]1[CH:10]=[CH:9][N:8]([CH2:13][CH:14]2[CH2:19][CH2:18][CH2:17][CH2:16][CH2:15]2)[C:7]=1[CH3:11])=[O:5])[CH3:2]. Procedure: Prepared from 2-methyl-1H-pyrrole-3-carboxylic acid ethyl ester, example 96(a), and (bromomethyl)cyclohexane under conditions analogous to experimental example 96(b). 1H NMR (200 MHz, CDCl3) δ 6.50 (1H, d, J=3.2 Hz), 6.43 (1H, d, J=3.2 Hz), 4.23 (2H, q, J=7.0 Hz), 3.62 (2H, d, J=6.6 Hz), 2.50 (3H, s), 1.78-0.88 (11H, m), and 1.33 (3H, t, J=7.0 Hz).